From a dataset of the Open Reaction Database (ORD), a public repository of structured organic reaction records. describe an organic reaction: reactants, conditions, products, and yield Reactants: CC1=C(C=C(C=C1)NC(=O)C=1C=C2CCC(C2=CC1)N1CCN(CC1)C(=O)OC(C)(C)C)NC1=NC=CC(=N1)C=1C=NC=CC1 (tert-Butyl 4-{5-[({4-methyl-3-[(4-pyridin-3-ylpyrimidin-2-yl)amino]phenyl}amino)carbonyl]-2,3-dihydro-1H-inden-1-yl}piperazin-1-carboxylate). Run in Cl (HCl), O1CCOCC1 (dioxane). Conditions: time 3 hour. The product is CC1=C(C=C(C=C1)NC(=O)C=1C=C2CCC(C2=CC1)N1CCNCC1)NC1=NC=CC(=N1)C=1C=NC=CC1 (N-(4-methyl-3-[(4-pyridin-3-ylpyrimidin-2-yl)amino]phenyl)-1-piperazin-1-yl-2,3-dihydro-1H-indene-5-carboxamide). RXN SMILES: [CH3:1][C:2]1[CH:7]=[CH:6][C:5]([NH:8][C:9]([C:11]2[CH:12]=[C:13]3[C:17](=[CH:18][CH:19]=2)[CH:16]([N:20]2[CH2:25][CH2:24][N:23](C(OC(C)(C)C)=O)[CH2:22][CH2:21]2)[CH2:15][CH2:14]3)=[O:10])=[CH:4][C:3]=1[NH:33][C:34]1[N:39]=[C:38]([C:40]2[CH:41]=[N:42][CH:43]=[CH:44][CH:45]=2)[CH:37]=[CH:36][N:35]=1>Cl.O1CCOCC1>[CH3:1][C:2]1[CH:7]=[CH:6][C:5]([NH:8][C:9]([C:11]2[CH:12]=[C:13]3[C:17](=[CH:18][CH:19]=2)[CH:16]([N:20]2[CH2:21][CH2:22][NH:23][CH2:24][CH2:25]2)[CH2:15][CH2:14]3)=[O:10])=[CH:4][C:3]=1[NH:33][C:34]1[N:39]=[C:38]([C:40]2[CH:41]=[N:42][CH:43]=[CH:44][CH:45]=2)[CH:37]=[CH:36][N:35]=1. Reported procedure: tert-Butyl 4-{5-[({4-methyl-3-[(4-pyridin-3-ylpyrimidin-2-yl)amino]phenyl}amino)carbonyl]-2,3-dihydro-1H-inden-1-yl}piperazin-1-carboxylate (2 g, 3.3 mmol) was dissolved in 4 N HCl in dioxane (10 mL). The solution was concentrated to obtain the solid product after being stirred at room temperature for 3 hours. The product (100 mg) was purified by high performance liquid chromatography at pH=10 to obtain the subtitle compound. MS (M+1)=506.26. 1HNMR (DMSO-d6, ppm): δ 10.08 (s, 1H); 9.20 (s, 1H); ... Reactants: C(C)OC(COC1=CC2=C(SC(=C2)C(C)=O)C(=C1Cl)Cl)=O (ethyl[(6,7-dichloro-2-acetylbenzo[b]thien-5-yl)oxy]acetate), [OH-].[Na+] (sodium hydroxide), Cl (hydrochloric acid), C(C)OCC (ethyl ether). Run in C(C)O (ethanol). Conditions: time 2 hour. The product is C(C)(=O)C1=CC2=C(S1)C(=C(C(=C2)OCC(=O)O)Cl)Cl ([(2-acetyl-6,7-dichlorobenzo[b]thien-5-yl)oxy]acetic acid). The yield is 46.9%. RXN SMILES: C([O:3][C:4](=[O:21])[CH2:5][O:6][C:7]1[C:18]([Cl:19])=[C:17]([Cl:20])[C:10]2[S:11][C:12]([C:14](=[O:16])[CH3:15])=[CH:13][C:9]=2[CH:8]=1)C.[OH-].[Na+].Cl.C(OCC)C>C(O)C>[C:14]([C:12]1[S:11][C:10]2[C:17]([Cl:20])=[C:18]([Cl:19])[C:7]([O:6][CH2:5][C:4]([OH:21])=[O:3])=[CH:8][C:9]=2[CH:13]=1)(=[O:16])[CH3:15] |f:1.2|. Reported procedure: To 5.1 g of ethyl[(6,7-dichloro-2-acetylbenzo[b]thien-5-yl)oxy]acetate in 200 ml of 95% ethanol is added 150 ml of a 6N sodium hydroxide solution and the mixture is refluxed at 100° for 45 mins. The solvent is removed in vacuo to give a white slurry to which is added 250 ml of a 6N hydrochloric acid and 200 ml ethyl ether. The mixture is stirred for 2 hrs, filtered and the filter cake is distributed between 6N hydrochloric acid and ethyl ether. The organic layers are separated and the aqueous la... Starting materials: CC(C#C)(C)C1=CC=C(C=C1)OC (4-(1,1-dimethyl-2-propynyl)anisole), C1(=CC=CC=C1)I (PhI). Reagents/catalysts: Cl[Pd]([P](C1=CC=CC=C1)(C2=CC=CC=C2)C3=CC=CC=C3)([P](C4=CC=CC=C4)(C5=CC=CC=C5)C6=CC=CC=C6)Cl ((PPh3)2PdCl2), [Cu]I (CuI). The solvent is N(CC)CC (Et2NH). Run at time 18 hour. The product is C1(=CC=CC=C1)C#CC(C)(C)C1=CC=C(C=C1)OC (4-(3-Phenyl-1,1-dimethyl-2-propynyl)anisole). Isolated yield 83.6%. Reaction SMILES: [CH3:1][C:2]([C:6]1[CH:11]=[CH:10][C:9]([O:12][CH3:13])=[CH:8][CH:7]=1)([CH3:5])[C:3]#[CH:4].[C:14]1(I)[CH:19]=[CH:18][CH:17]=[CH:16][CH:15]=1>N(CC)CC.Cl[Pd](Cl)([P](C1C=CC=CC=1)(C1C=CC=CC=1)C1C=CC=CC=1)[P](C1C=CC=CC=1)(C1C=CC=CC=1)C1C=CC=CC=1.[Cu]I>[C:14]1([C:4]#[C:3][C:2]([C:6]2[CH:11]=[CH:10][C:9]([O:12][CH3:13])=[CH:8][CH:7]=2)([CH3:1])[CH3:5])[CH:19]=[CH:18][CH:17]=[CH:16][CH:15]=1 |^1:28,47|. Procedure details: To a stirred solution of Compound 21 (299 mg, 1.72 mmol), PhI (385 mg, 1.89 mmol), and (PPh3)2PdCl2 (60 mg, 0.086 mmol) in Et2NH (10 ml) was added CuI (33 mg, 0.17 mmol) at r.t. under N2, and stirred for 18 h. The mixture was quenched by the addition of H2O, and extracted with Et2O. The combined organic layers were washed with brine, dried over MgSO4, filtered, and concentrated. This was purified by SiO2 chromatography to give Compound 67 (360 mg, 84%) as a colorless oil.